The task is: describe an organic reaction: reactants, conditions, products, and yield. This data is from the Open Reaction Database (ORD), a public repository of structured organic reaction records. The reactants are [BH4-], CCO, NCC1CCCC1, Cl, [Na+], O=Cc1c2ccccc2cc2ccccc12. The product is c1ccc2c(CNCC3CCCC3)c3ccccc3cc2c1. Reaction SMILES: [BH4-:24].[CH3:27][CH2:28][OH:29].[CH:17]1([CH2:22][NH2:23])[CH2:18][CH2:19][CH2:20][CH2:21]1.[ClH:26].[Na+:25].[cH:1]1[cH:2][cH:3][cH:4][c:5]2[cH:6][c:7]3[cH:8][cH:9][cH:10][cH:11][c:12]3[c:13]([CH:15]=[O:16])[c:14]12>>[cH:1]1[cH:2][cH:3][cH:4][c:5]2[cH:6][c:7]3[cH:8][cH:9][cH:10][cH:11][c:12]3[c:13]([CH2:15][NH:23][CH2:22][CH:17]3[CH2:18][CH2:19][CH2:20][CH2:21]3)[c:14]12. Reactants: C1CCNC1, CC(C)=O, CC1(C2=CC=CC2)C2CC3CC(C2)CC1C3, CO. The product is CC(C)=C1C=CC(C2(C)C3CC4CC(C3)CC2C4)=C1. As a reaction SMILES: [CH2:21]1[CH2:22][NH:23][CH2:24][CH2:25]1.[CH3:17][C:18]([CH3:19])=[O:20].[CH3:1][C:2]1([C:12]2=[CH:13][CH:14]=[CH:15][CH2:16]2)[CH:3]2[CH2:4][CH:5]3[CH2:6][CH:7]([CH2:8][CH:9]1[CH2:10]3)[CH2:11]2.[CH3:26][OH:27]>>[CH3:1][C:2]1([C:12]2=[CH:13][C:14](=[C:18]([CH3:17])[CH3:19])[CH:15]=[CH:16]2)[CH:3]2[CH2:4][CH:5]3[CH2:6][CH:7]([CH2:8][CH:9]1[CH2:10]3)[CH2:11]2.